From a dataset of the Open Reaction Database (ORD), a public repository of structured organic reaction records. describe an organic reaction: reactants, conditions, products, and yield Reactants: ClCCl, CS(=O)(=O)OCC1CN(C(=O)OCc2ccccc2)CC1N, O=C(O)C(F)(F)F. Reaction SMILES: [Cl:30][CH2:31][Cl:32].[NH2:1][CH:2]1[CH2:3][N:4]([C:13](=[O:14])[O:15][CH2:16][c:17]2[cH:18][cH:19][cH:20][cH:21][cH:22]2)[CH2:5][CH:6]1[CH2:7][O:8][S:9]([CH3:10])(=[O:11])=[O:12].[OH:23][C:24]([C:25]([F:26])([F:27])[F:28])=[O:29]>>[NH:1]1[CH:2]2[CH2:3][N:4]([C:13](=[O:14])[O:15][CH2:16][c:17]3[cH:18][cH:19][cH:20][cH:21][cH:22]3)[CH2:5][CH:6]2[CH2:7]1. The product is O=C(OCc1ccccc1)N1CC2CNC2C1. Starting materials: BrC1=CC=C(C=C1)C1(CC1)C(=O)OC(C)(C)C (tert-butyl 1-(4-bromophenyl)cyclopropanecarboxylate), C(N)(OC(C)(C)C)=O (t-butyl carbamate), [Na] (sodium), C(C)(C)(C)P(C(C)(C)C)C(C)(C)C (tri-tert-butylphosphine), C1(=CC=CC=C1)C (toluene). Reagents/catalysts: C=1C=CC(=CC1)/C=C/C(=O)/C=C/C2=CC=CC=C2.C=1C=CC(=CC1)/C=C/C(=O)/C=C/C2=CC=CC=C2.C=1C=CC(=CC1)/C=C/C(=O)/C=C/C2=CC=CC=C2.[Pd].[Pd] (tris(dibenzylideneacetone)dipalladium(0)). Reaction conditions: temperature 100 celsius. The product is C(C)(C)(C)OC(=O)NC1=CC=C(C=C1)C1(CC1)C(=O)OC(C)(C)C (tert-butyl 1-{4-[(tert-butoxycarbonyl)amino]phenyl}cyclopropanecarboxylate). As a reaction SMILES: Br[C:2]1[CH:7]=[CH:6][C:5]([C:8]2([C:11]([O:13][C:14]([CH3:17])([CH3:16])[CH3:15])=[O:12])[CH2:10][CH2:9]2)=[CH:4][CH:3]=1.[C:18](=[O:25])([O:20][C:21]([CH3:24])([CH3:23])[CH3:22])[NH2:19].[Na].C(P(C(C)(C)C)C(C)(C)C)(C)(C)C.C1(C)C=CC=CC=1>C1C=CC(/C=C/C(/C=C/C2C=CC=CC=2)=O)=CC=1.C1C=CC(/C=C/C(/C=C/C2C=CC=CC=2)=O)=CC=1.C1C=CC(/C=C/C(/C=C/C2C=CC=CC=2)=O)=CC=1.[Pd].[Pd]>[C:21]([O:20][C:18]([NH:19][C:2]1[CH:7]=[CH:6][C:5]([C:8]2([C:11]([O:13][C:14]([CH3:17])([CH3:16])[CH3:15])=[O:12])[CH2:10][CH2:9]2)=[CH:4][CH:3]=1)=[O:25])([CH3:24])([CH3:23])[CH3:22] |f:5.6.7.8.9,^1:25|. Procedure details: A mixture of tert-butyl 1-(4-bromophenyl)cyclopropanecarboxylate (320.0 mg, 0.001077 mol, example 258, step 1), t-butyl carbamate (180.0 mg, 0.001536 mol), sodium benzylate (175.01 mg, 0.0015075 mol), tris(dibenzylideneacetone)dipalladium(0) (16.5 mg, 0.0000180 mol) and tri-tert-butylphosphine (18.8 mg, 0.0000929 mol) in toluene (3.0 mL, 0.028 mol) was deaerated and then charged with nitrogen. The resulting mixture was heated at 100° C. overnight. After cooling, the mixture was filtered through ...